Dataset: the Open Reaction Database (ORD), a public repository of structured organic reaction records. Task: describe an organic reaction: reactants, conditions, products, and yield Starting materials: COCOC=1C=C(C=CC1C)C1=NC(=NO1)C (5-(3-methoxymethoxy-4-methyl-phenyl)-3-methyl-[1,2,4]oxadiazole), Cl (HCl). The solvent is O1CCCC1.CC(C)O (tetrahydrofuran 2-propanol), O1CCOCC1 (dioxane). Run at time 18 hour. Product: CC1=C(C=C(C=C1)C1=NC(=NO1)C)O (2-methyl-5-(3-methyl-[1,2,4]oxadiazol-5-yl)-phenol). Reaction SMILES: COC[O:4][C:5]1[CH:6]=[C:7]([C:12]2[O:16][N:15]=[C:14]([CH3:17])[N:13]=2)[CH:8]=[CH:9][C:10]=1[CH3:11].Cl>O1CCCC1.CC(O)C.O1CCOCC1>[CH3:11][C:10]1[CH:9]=[CH:8][C:7]([C:12]2[O:16][N:15]=[C:14]([CH3:17])[N:13]=2)=[CH:6][C:5]=1[OH:4] |f:2.3|. Procedure details: To a solution of 5-(3-methyloxymethoxy-4-methyl-phenyl)-3-methyl-[1,2,4]oxadiazole (1.23 g, 5.25 mmol) (from Example 51 supra) in tetrahydrofuran/2-propanol (1:1, 30 mL) was added 13.1 mL of 4M HCl in dioxane (Aldrich). The reaction mixture was stirred at room temperature for 18 hours. The solution was concentrated. The residue was diluted with ethyl acetate, washed with water and brine, dried (magnesium sulfate) and concentrated. The residue was recrystallized from ethyl acetate/hexanes and dri... Reactants: CO, CC(C)(NC(=O)c1ccc2ccccc2c1C#Cc1ccccc1)C(=O)O. The product is CC(C)(NC(=O)c1ccc2ccccc2c1CCc1ccccc1)C(=O)O. Reaction SMILES: [CH3:28][OH:29].[c:1]1([C:7]#[C:8][c:9]2[c:10]([C:19](=[O:20])[NH:21][C:22]([C:23](=[O:24])[OH:25])([CH3:26])[CH3:27])[cH:11][cH:12][c:13]3[cH:14][cH:15][cH:16][cH:17][c:18]23)[cH:2][cH:3][cH:4][cH:5][cH:6]1>>[c:1]1([CH2:7][CH2:8][c:9]2[c:10]([C:19](=[O:20])[NH:21][C:22]([C:23](=[O:24])[OH:25])([CH3:26])[CH3:27])[cH:11][cH:12][c:13]3[cH:14][cH:15][cH:16][cH:17][c:18]23)[cH:2][cH:3][cH:4][cH:5][cH:6]1. The reactants are COC(=O)C1CN(C(C)(C)C)CC1c1ccc(F)cc1F, C[Si](C)(C)[O-], CCOCC, CCOC(C)=O, Cl, [K+]. The product is CC(C)(C)N1CC(C(=O)O)C(c2ccc(F)cc2F)C1, Cl. Reaction SMILES: [C:1]([CH3:2])([CH3:3])([CH3:4])[N:5]1[CH2:6][CH:7]([C:18](=[O:19])[O:20][CH3:21])[CH:8]([c:10]2[c:11]([F:17])[cH:12][c:13]([F:16])[cH:14][cH:15]2)[CH2:9]1.[CH3:22][Si:23]([CH3:24])([CH3:25])[O-:26].[CH3:29][CH2:30][O:31][CH2:32][CH3:33].[CH3:34][CH2:35][O:36][C:37]([CH3:38])=[O:39].[ClH:28].[K+:27]>>[C:1]([CH3:2])([CH3:3])([CH3:4])[N:5]1[CH2:6][CH:7]([C:18](=[O:19])[OH:20])[CH:8]([c:10]2[c:11]([F:17])[cH:12][c:13]([F:16])[cH:14][cH:15]2)[CH2:9]1.[ClH:28].